This data is from the Open Reaction Database (ORD), a public repository of structured organic reaction records. The task is: describe an organic reaction: reactants, conditions, products, and yield Reactants: CN1CCOCC1, O=C(O)C(F)(F)F, Cc1cc(OCc2ccc(F)cc2CN)c(Cl)c(=O)n1-c1c(F)cccc1F, O=C=Nc1ccccc1. Product: Cc1cc(OCc2ccc(F)cc2CNC(=O)Nc2ccccc2)c(Cl)c(=O)n1-c1c(F)cccc1F. Reaction SMILES: [CH3:36][N:37]1[CH2:38][CH2:39][O:40][CH2:41][CH2:42]1.[F:1][C:2]([F:3])([F:4])[C:5]([OH:6])=[O:7].[NH2:8][CH2:9][c:10]1[c:11]([CH2:12][O:13][c:14]2[c:15]([Cl:30])[c:16](=[O:29])[n:17](-[c:21]3[c:22]([F:28])[cH:23][cH:24][cH:25][c:26]3[F:27])[c:18]([CH3:20])[cH:19]2)[cH:31][cH:32][c:33]([F:35])[cH:34]1.[O:43]=[C:44]=[N:45][c:46]1[cH:47][cH:48][cH:49][cH:50][cH:51]1>>[NH:8]([CH2:9][c:10]1[c:11]([CH2:12][O:13][c:14]2[c:15]([Cl:30])[c:16](=[O:29])[n:17](-[c:21]3[c:22]([F:28])[cH:23][cH:24][cH:25][c:26]3[F:27])[c:18]([CH3:20])[cH:19]2)[cH:31][cH:32][c:33]([F:35])[cH:34]1)[C:44](=[O:43])[NH:45][c:46]1[cH:47][cH:48][cH:49][cH:50][cH:51]1. Starting materials: OC1=C(C=NN1C1CC1)C(=O)C1=C(C(=C(C=C1)S(=O)(=O)C)C=C)OC.O=S(Cl)Cl (5-Hydroxy-1-cyclopropyl-1H-pyrazol-4-yl-(4-methylsulfonyl-2-methoxy-3-vinylphenyl)methanone SOCl2), CS(=O)(=O)C1=C(C(=C(C(=O)O)C=C1)OC)C=C (4-methylsulfonyl-2-methoxy-3-vinylbenzoic acid), C1(CC1)N1NC(C=C1)=O (N-cyclopropylpyrazolone), C(=O)([O-])[O-].[K+].[K+] (K2CO3). Solvent: C1(=CC=CC=C1)C (toluene), COCCOC (DME). Reaction conditions: time 8 hour. The product is COC1=C(C=NN1C1CC1)C(=O)C1=C(C(=C(C=C1)S(=O)(=O)C)C=C)OC ((5-Methoxy-1-cyclopropyl-1H-pyrazol-4-yl)(4-methylsulfonyl-2-methoxy-3-vinylphenyl)methanone). RXN SMILES: [OH:1][C:2]1[N:6]([CH:7]2[CH2:9][CH2:8]2)[N:5]=[CH:4][C:3]=1[C:10]([C:12]1[CH:17]=[CH:16][C:15]([S:18]([CH3:21])(=[O:20])=[O:19])=[C:14]([CH:22]=[CH2:23])[C:13]=1[O:24][CH3:25])=[O:11].O=S(Cl)Cl.[CH3:30]S(C1C=CC(C(O)=O)=C(OC)C=1C=C)(=O)=O.C1(N2C=CC(=O)N2)CC1.C([O-])([O-])=O.[K+].[K+]>C1(C)C=CC=CC=1.COCCOC>[CH3:30][O:1][C:2]1[N:6]([CH:7]2[CH2:8][CH2:9]2)[N:5]=[CH:4][C:3]=1[C:10]([C:12]1[CH:17]=[CH:16][C:15]([S:18]([CH3:21])(=[O:20])=[O:19])=[C:14]([CH:22]=[CH2:23])[C:13]=1[O:24][CH3:25])=[O:11] |f:0.1,4.5.6|. Procedure details: 5-Hydroxy-1-cyclopropyl-1H-pyrazol-4-yl-(4-methylsulfonyl-2-methoxy-3-vinylphenyl)methanone SOCl2 (1.2 g, 10 mmol) was added to a solution of 4-methylsulfonyl-2-methoxy-3-vinylbenzoic acid (1.6 g, 6 mmol) in toluene (60 ml), and the mixture was heated at reflux for 2 h. The mixture was then concentrated, and the product was added to a solution of N-cyclopropylpyrazolone (6 mmol), K2CO3 (1.6 g, 11.6 mmol) in DME (30 ml), and the mixture was stirred at RT overnight. The mixture was subsequently he...